This data is from the Open Reaction Database (ORD), a public repository of structured organic reaction records. The task is: describe an organic reaction: reactants, conditions, products, and yield Starting materials: C1CCOC1, C[Si](C)(C)[N-][Si](C)(C)C, COc1ccc(CN2C(=O)CCC(c3cccc(Cl)c3)C2c2ccc(Cl)cc2)c(OC)c1, CI, [Li+]. The product is COc1ccc(CN2C(=O)C(C)CC(c3cccc(Cl)c3)C2c2ccc(Cl)cc2)c(OC)c1. As a reaction SMILES: [CH2:45]1[O:46][CH2:47][CH2:48][CH2:49]1.[CH3:36][Si:37]([N-:38][Si:39]([CH3:40])([CH3:41])[CH3:42])([CH3:43])[CH3:44].[Cl:1][c:2]1[cH:3][c:4]([CH:8]2[CH2:9][CH2:10][C:11](=[O:32])[N:12]([CH2:21][c:22]3[c:23]([O:30][CH3:31])[cH:24][c:25]([O:28][CH3:29])[cH:26][cH:27]3)[CH:13]2[c:14]2[cH:15][cH:16][c:17]([Cl:20])[cH:18][cH:19]2)[cH:5][cH:6][cH:7]1.[I:33][CH3:34].[Li+:35]>>[Cl:1][c:2]1[cH:3][c:4]([CH:8]2[CH2:9][CH:10]([CH3:36])[C:11](=[O:32])[N:12]([CH2:21][c:22]3[c:23]([O:30][CH3:31])[cH:24][c:25]([O:28][CH3:29])[cH:26][cH:27]3)[CH:13]2[c:14]2[cH:15][cH:16][c:17]([Cl:20])[cH:18][cH:19]2)[cH:5][cH:6][cH:7]1. The reactants are FC(C(=O)C=1C=C2C=3CC(CCC3NC2=CC1)NC(C(C)C)=O)(F)F (N-[6-(2,2,2-trifluoro-acetyl)-2,3,4,9-tetrahydro-1H-carbazol-3-yl]-isobutyramide), FC=1C=C(CBr)C=CC1 (m-fluorobenzyl bromide), C(=O)([O-])[O-].[Cs+].[Cs+] (Cs2CO3). Run in CN(C)C=O (DMF). Yields the product FC=1C=C(CN2C3=CC=C(C=C3C=3CC(CCC23)NC(C(C)C)=O)C(C(F)(F)F)=O)C=CC1 (N-[9-(3-Fluoro-benzyl)-6-(2,2,2-trifluoro-acetyl)-2,3,4,9-tetrahydro-1H-carbazol-3-yl]-isobutyramide). The yield is 15.9%. As a reaction SMILES: [F:1][C:2]([F:25])([F:24])[C:3]([C:5]1[CH:6]=[C:7]2[C:15](=[CH:16][CH:17]=1)[NH:14][C:13]1[CH2:12][CH2:11][CH:10]([NH:18][C:19](=[O:23])[CH:20]([CH3:22])[CH3:21])[CH2:9][C:8]2=1)=[O:4].[F:26][C:27]1[CH:28]=[C:29]([CH:32]=[CH:33][CH:34]=1)[CH2:30]Br.C([O-])([O-])=O.[Cs+].[Cs+]>CN(C=O)C>[F:26][C:27]1[CH:28]=[C:29]([CH:32]=[CH:33][CH:34]=1)[CH2:30][N:14]1[C:13]2[CH2:12][CH2:11][CH:10]([NH:18][C:19](=[O:23])[CH:20]([CH3:22])[CH3:21])[CH2:9][C:8]=2[C:7]2[C:15]1=[CH:16][CH:17]=[C:5]([C:3](=[O:4])[C:2]([F:1])([F:24])[F:25])[CH:6]=2 |f:2.3.4|. Reported procedure: Mix N-[6-(2,2,2-trifluoro-acetyl)-2,3,4,9-tetrahydro-1H-carbazol-3-yl]-isobutyramide (Preparation 74) (428 mg, 0.93 mmol), m-fluorobenzyl bromide (216 mg, 1.11 mmol), Cs2CO3 (650 mg, 2 mmol) and DMF (10 mL). Warm the reaction at 50° C. for 18 h, cool and partition between water/brine/EtOAc. Separate and dry the organic layer (MgSO4), filter and concentrate to give 590 mg of crude product. Purify by silica gel chromatography, using 10% to 60% EtOAc/hexane to obtain 68 mg (16%) of the title compou...